This data is from the Open Reaction Database (ORD), a public repository of structured organic reaction records. The task is: describe an organic reaction: reactants, conditions, products, and yield Reactants: CCOC(=O)c1ccc[nH]1, COC(C)(C)C, [Cl-], [O-]Cl, [NH4+], [NH4+], [Na+], [Na+], [OH-], [OH-], O. Yields the product CCOC(=O)c1cccn1N. Reaction SMILES: [CH2:4]([CH3:5])[O:6][C:7](=[O:8])[c:9]1[nH:10][cH:11][cH:12][cH:13]1.[CH3:21][O:22][C:23]([CH3:24])([CH3:25])[CH3:26].[Cl-:16].[Cl:1][O-:2].[NH4+:17].[NH4+:19].[Na+:15].[Na+:3].[OH-:14].[OH-:20].[OH2:18]>>[CH2:4]([CH3:5])[O:6][C:7](=[O:8])[c:9]1[n:10]([NH2:17])[cH:11][cH:12][cH:13]1. The reactants are N#Cc1ccc(-c2ccc(O)cc2)cc1, CCCCCCCC(=O)O, [Cl-], c1ccncc1, c1ccccc1. RXN SMILES: [C:1](#[N:2])[c:3]1[cH:4][cH:5][c:6](-[c:9]2[cH:10][cH:11][c:12]([OH:15])[cH:13][cH:14]2)[cH:7][cH:8]1.[C:23]([CH2:24][CH2:25][CH2:26][CH2:27][CH2:28][CH2:29][CH3:30])(=[O:31])[OH:32].[Cl-:22].[cH:16]1[cH:17][cH:18][n:19][cH:20][cH:21]1.[cH:33]1[cH:34][cH:35][cH:36][cH:37][cH:38]1>>[C:1](#[N:2])[c:3]1[cH:4][cH:5][c:6](-[c:9]2[cH:10][cH:11][c:12]([O:15][C:23]([CH2:24][CH2:25][CH2:26][CH2:27][CH2:28][CH2:29][CH3:30])=[O:31])[cH:13][cH:14]2)[cH:7][cH:8]1. Yields the product CCCCCCCC(=O)Oc1ccc(-c2ccc(C#N)cc2)cc1. Starting materials: NN (hydrazine), [N+](=O)([O-])C1=C(C=C(C(=C1)OC)N)C (2-nitro-5-amino-4-methoxy-toluene), nitro. Reagents/catalysts: [Ni] (Raney nickel). Solvent: O (water). The product is COC1=C(C=C(C(=C1)N)C)N (2-methoxy-5-methyl-1,4-diaminobenzene). RXN SMILES: NN.[N+:3]([C:6]1[CH:11]=[C:10]([O:12][CH3:13])[C:9]([NH2:14])=[CH:8][C:7]=1[CH3:15])([O-])=O>[Ni].O>[CH3:13][O:12][C:10]1[CH:11]=[C:6]([NH2:3])[C:7]([CH3:15])=[CH:8][C:9]=1[NH2:14]. Reported procedure: At a temperatutre of 80° C, hydrazine is allowed to act -- in the presence of Raney nickel -- on 18.2 parts by weight of 2-nitro-5-amino-4-methoxy-toluene in 100 parts by volume of water, until no nitro compound can be detected any more. The 2-methoxy-5-methyl-1,4-diaminobenzene having been formed is dissolved by an addition of hydrochloric acid up to a pH value of from 2 to 2.5. After filtering off from the Raney nickel, the diamine is monodiazotized at a temperature of from 0° to 5° C in the p... Starting materials: COC(=O)c1ccc(-c2ccc(OCc3ccccc3)c(C#N)c2)s1, Cc1cc(C)c(C)c(C)c1C, O=C(O)C(F)(F)F. Yields the product COC(=O)c1ccc(-c2ccc(O)c(C#N)c2)s1. As a reaction SMILES: [CH2:1]([c:2]1[cH:3][cH:4][cH:5][cH:6][cH:7]1)[O:8][c:9]1[c:10]([C:24]#[N:25])[cH:11][c:12](-[c:15]2[cH:16][cH:17][c:18]([C:20](=[O:21])[O:22][CH3:23])[s:19]2)[cH:13][cH:14]1.[CH3:26][c:27]1[c:28]([CH3:29])[c:30]([CH3:31])[c:32]([CH3:33])[c:34]([CH3:35])[cH:36]1.[OH:37][C:38]([C:39]([F:40])([F:41])[F:42])=[O:43]>>[OH:8][c:9]1[c:10]([C:24]#[N:25])[cH:11][c:12](-[c:15]2[cH:16][cH:17][c:18]([C:20](=[O:21])[O:22][CH3:23])[s:19]2)[cH:13][cH:14]1. Reactants: C(C)(C)(C)OC(=O)N1CCC2=C(N(N=C2CC1)C(C)(C)C)OS(=O)(=O)C(F)(F)F (2-(tert-butyl)-3-trifluoromethanesulfonyloxy-4,5,7,8-tetrahydro-2H-1,2,6-triaza-azulene-6-carboxylic acid tert-butyl ester), FC1=CC=C(C=C1)B(O)O (4-fluorophenylboronic acid), M-tBu. Yields the product C(C)(C)(C)N1N=C2CCNCCC2=C1C1=CC=C(C=C1)F (2-tert-Butyl-3-(4-fluoro-phenyl)-2,4,5,6,7,8-hexahydro-1,2,6-triaza-azulene). Yield: 66.3%. RXN SMILES: C(OC([N:8]1[CH2:17][CH2:16][C:15]2[C:11](=[C:12](OS(C(F)(F)F)(=O)=O)[N:13]([C:18]([CH3:21])([CH3:20])[CH3:19])[N:14]=2)[CH2:10][CH2:9]1)=O)(C)(C)C.[F:30][C:31]1[CH:36]=[CH:35][C:34](B(O)O)=[CH:33][CH:32]=1>>[C:18]([N:13]1[C:12]([C:34]2[CH:35]=[CH:36][C:31]([F:30])=[CH:32][CH:33]=2)=[C:11]2[C:15]([CH2:16][CH2:17][NH:8][CH2:9][CH2:10]2)=[N:14]1)([CH3:19])([CH3:20])[CH3:21]. Procedure details: The title compound (88 mg) was prepared as in Example 177, Steps C and D, using 204 mg of 2-(tert-butyl)-3-trifluoromethanesulfonyloxy-4,5,7,8-tetrahydro-2H-1,2,6-triaza-azulene-6-carboxylic acid tert-butyl ester (Example 215 Step A) and 194 mg of 4-fluorophenylboronic acid. MS (ESI): exact mass calculated for C17H22FN3, 287.18. found, m/z 288.4 [M+H]+, 232.4 [M-tBu]+. 1H NMR (500 MHz, CD3OD): 7.37-7.33 (m, 2H), 7.26-7.22 (m, 2H), 3.41-3.38 (m, 2H), 3.26-3.24 (m, 2H), 3.18-3.15 (m, 2H), 2.53-2.5... The reactants are ClC1=CC=C(C(C2=CC=C(C=C2)Cl)O)C=C1 (4,4′-dichlorobenzhydrol), BrCCO (2-bromoethanol), S(O)(O)(=O)=O (sulfuric acid). Run in C(C)(=O)OCC (ethyl acetate), C1=CC=CC=C1 (benzene). Product: ClC1=CC=C(C=C1)C(OCCBr)C1=CC=C(C=C1)Cl (Bis(4-chlorophenyl)methoxylethyl bromide). The yield is 8380.7%. Reaction SMILES: [Cl:1][C:2]1[CH:16]=[CH:15][C:5]([CH:6]([OH:14])[C:7]2[CH:12]=[CH:11][C:10]([Cl:13])=[CH:9][CH:8]=2)=[CH:4][CH:3]=1.[Br:17][CH2:18][CH2:19]O.S(=O)(=O)(O)O>C1C=CC=CC=1.C(OCC)(=O)C>[Cl:1][C:2]1[CH:3]=[CH:4][C:5]([CH:6]([C:7]2[CH:12]=[CH:11][C:10]([Cl:13])=[CH:9][CH:8]=2)[O:14][CH2:19][CH2:18][Br:17])=[CH:15][CH:16]=1. Procedure: A mixture of 4,4′-dichlorobenzhydrol (4.40 g, 0.17 mmol) and 2-bromoethanol (3.0 g, 24.0 mmol) in benzene (50 ml) was treated with sulfuric acid (0.25 ml) and the resulting mixture was heated under reflux for 1 h. The cooled mixture was diluted with ethyl acetate (200 ml), washed with saturated sodium bicarbonate, brine and dried over magnesium sulfate. Evaporation of the solvent gave an oil which was chromatographed on silica gel using a mixture of toluene and hexane (1:1) as eluent to give the...